describe an organic reaction: reactants, conditions, products, and yield From a dataset of the Open Reaction Database (ORD), a public repository of structured organic reaction records. Starting materials: ClC=1C=C(C=CC1F)C1=CC(=NC(=N1)N1C(CCC1)C)N1CCN(CC1)C1=C(C=C(C=N1)O)C (6-{4-[6-(3-chloro-4-fluoro-phenyl)-2-(2-methyl-pyrrolidin-1-yl)-pyrimidin-4-yl]-piperazin-1-yl}-5-methyl-pyridin-3-ol), [H-].[Na+] (NaH), CI (methyl iodide). The solvent is CN(C)C=O (DMF). Run at time 30 minute. Product: ClC=1C=C(C=CC1F)C1=NC(=NC(=C1)N1CCN(CC1)C1=NC=C(C=C1C)OC)N1C(CCC1)C (4-(3-chloro-4-fluoro-phenyl)-6-[4-(5-methoxy-3-methyl-pyridin-2-yl)-piperazin-1-yl]-2-(2-methyl-pyrrolidin-1-yl)-pyrimidine). Reaction SMILES: [Cl:1][C:2]1[CH:3]=[C:4]([C:9]2[N:14]=[C:13]([N:15]3[CH2:19][CH2:18][CH2:17][CH:16]3[CH3:20])[N:12]=[C:11]([N:21]3[CH2:26][CH2:25][N:24]([C:27]4[N:32]=[CH:31][C:30]([OH:33])=[CH:29][C:28]=4[CH3:34])[CH2:23][CH2:22]3)[CH:10]=2)[CH:5]=[CH:6][C:7]=1[F:8].[H-].[Na+].[CH3:37]I>CN(C=O)C>[Cl:1][C:2]1[CH:3]=[C:4]([C:9]2[CH:10]=[C:11]([N:21]3[CH2:22][CH2:23][N:24]([C:27]4[C:28]([CH3:34])=[CH:29][C:30]([O:33][CH3:37])=[CH:31][N:32]=4)[CH2:25][CH2:26]3)[N:12]=[C:13]([N:15]3[CH2:19][CH2:18][CH2:17][CH:16]3[CH3:20])[N:14]=2)[CH:5]=[CH:6][C:7]=1[F:8] |f:1.2|. Reported procedure: To a solution of 6-{4-[6-(3-chloro-4-fluoro-phenyl)-2-(2-methyl-pyrrolidin-1-yl)-pyrimidin-4-yl]-piperazin-1-yl}-5-methyl-pyridin-3-ol (50 mg, 0.10 mmol) in DMF add 60% NaH (12 mg, 0.30 mmol). Stir the solution at room temperature for 30 minutes. Add methyl iodide (0.3 mmol) and stir the solution at room temperature for 2 hours. Partition between EtOAc and water. Wash with brine, dry the solution (Na2SO4), and concentrate under reduced pressure. Purify the residue by flash column chromatography ... The reactants are CC(CO)(CO)C (2,2-dimethyl-1,3-propanediol), COCC=O (methoxy-acetaldehyde), C1CCCCC1 (cyclohexane), ion. The solvent is O (water). The product is COCC1OCC(CO1)(C)C (2-methoxymethyl-5,5-dimethyl-1,3-dioxane). Isolated yield 79.0%. RXN SMILES: [CH3:1][C:2]([CH3:7])([CH2:5][OH:6])[CH2:3][OH:4].[CH3:8][O:9][CH2:10][CH:11]=O.C1CCCCC1>O>[CH3:8][O:9][CH2:10][CH:11]1[O:6][CH2:5][C:2]([CH3:7])([CH3:1])[CH2:3][O:4]1. Procedure details: A mixture of 520 g (5 moles) of 2,2-dimethyl-1,3-propanediol, 479 g (5.5 moles) of 85% strength methoxy-acetaldehyde and 250 ml of cyclohexane was heated with 5 g of the ion exchanger Lewasorb AC 10 under a water separator until water no longer separated off. The ion exchanger was filtered off, the solvent was stripped off under reduced pressure and the residue was subjected to fractional distillation under reduced pressure. 632 g (79% yield) of 2-methoxymethyl-5,5-dimethyl-1,3-dioxane of boilin... The reactants are C1(=CC=CC=C1)C=1OC(=C(N1)C(=O)O)C(F)(F)F (2-phenyl-5-trifluoromethyl-oxazole-4-carboxylic acid), NC=1C=CC(=NC1)N(CCO)C (2-[(5-amino-pyridin-2-yl)-methyl-amino]-ethanol). Reaction SMILES: [C:1]1([C:7]2[O:8][C:9]([C:15]([F:18])([F:17])[F:16])=[C:10]([C:12]([OH:14])=O)[N:11]=2)[CH:6]=[CH:5][CH:4]=[CH:3][CH:2]=1.[NH2:19][C:20]1[CH:21]=[CH:22][C:23]([N:26]([CH3:30])[CH2:27][CH2:28][OH:29])=[N:24][CH:25]=1>>[OH:29][CH2:28][CH2:27][N:26]([CH3:30])[C:23]1[N:24]=[CH:25][C:20]([NH:19][C:12]([C:10]2[N:11]=[C:7]([C:1]3[CH:2]=[CH:3][CH:4]=[CH:5][CH:6]=3)[O:8][C:9]=2[C:15]([F:18])([F:17])[F:16])=[O:14])=[CH:21][CH:22]=1. Yields the product OCCN(C1=CC=C(C=N1)NC(=O)C=1N=C(OC1C(F)(F)F)C1=CC=CC=C1)C (2-phenyl-5-trifluoromethyl-oxazole-4-carboxylic acid {6-[(2-hydroxy-ethyl)-methyl-amino]-pyridin-3-yl}-amide). Reported procedure: With a procedure similar to example 43 above, 2-phenyl-5-trifluoromethyl-oxazole-4-carboxylic acid {6-[(2-hydroxy-ethyl)-methyl-amino]-pyridin-3-yl}-amide was prepared from 2-phenyl-5-trifluoromethyl-oxazole-4-carboxylic acid and 2-[(5-amino-pyridin-2-yl)-methyl-amino]-ethanol. LCMS calcd for C19H17F3N4O3 (m/e) 406, obsd 407 (M+H). The reactants are C(C(=C)C)(=O)OCC1=CC=CC=C1 (benzyl methacrylate), C(C=C)(=O)O (acrylic acid), SCCC(=O)OC (methyl 3-mercaptopropionate), N(=NC(C#N)(C)C1CC1)C(C#N)(C)C1CC1 (2,2'-azobis(2-cyclopropylpropionitrile)), CCCCCCCCC(C)C (Isopar H), 200, nylon, N(=NC(C#N)(C)C)C(C#N)(C)C (2,2'-azobis(isobutyronitrile)). Reaction conditions: time 1 hour. Yields the product CCC(C)CCC(C)(CC)O (AR-1). RXN SMILES: C(O[CH2:7][C:8]1[CH:13]=[CH:12]C=[CH:10][CH:9]=1)(=O)C(C)=C.[C:14]([OH:18])(=O)[CH:15]=[CH2:16].S[CH2:20]CC(OC)=O.N(C(C1CC1)(C)C#N)=NC(C1CC1)(C)C#N.CCCCCCCCC(C)C.N(C(C)(C)C#N)=NC(C)(C)C#N>>[CH3:10][CH2:9][CH:8]([CH2:13][CH2:12][C:14]([OH:18])([CH2:15][CH3:16])[CH3:20])[CH3:7]. Procedure: To the solution was dropwise added a mixed solution of 85.0 g of benzyl methacrylate, 15.0 g of acrylic acid, 2.0 g of methyl 3-mercaptopropionate, 1.2 g of 2,2'-azobis(2-cyclopropylpropionitrile) (abbreviated as ACPP) and 200 g of Isopar H over a period of one hour, followed by stirring for one hour. To the reaction mixture was added 0.8 g of ACPP, followed by reacting for 2 hours. Further, 0.5 g of 2,2'-azobis(isobutyronitrile) (abbreviated as AIBN) was added thereto, the reaction temperature ...